Dataset: the Open Reaction Database (ORD), a public repository of structured organic reaction records. Task: describe an organic reaction: reactants, conditions, products, and yield Starting materials: ClC1=CC2=C(N=C(N2)S)C=C1 (5-chloro-2-mercaptobenzimidazole), [OH-].[Na+] (NaOH), C(\C=C(/C)\CCC=C(C)C)Cl (geranyl chloride). Solvent: CO (methanol). Conditions: time 24 hour. Product: ClC1=CC2=C(NC(=N2)SC\C=C(\CCC=C(C)C)/C)C=C1 (5-Chloro-2-[(3,7-dimethyl-2,6(E)-octadienyl)-thio]-1H-1,3-benzimidazole). The yield is 23.4%. As a reaction SMILES: [Cl:1][C:2]1[CH:11]=[CH:10][C:5]2[N:6]=[C:7]([SH:9])[NH:8][C:4]=2[CH:3]=1.[OH-].[Na+].[CH2:14](Cl)/[CH:15]=[C:16](/[CH2:18][CH2:19][CH:20]=[C:21]([CH3:23])[CH3:22])\[CH3:17]>CO>[Cl:1][C:2]1[CH:11]=[CH:10][C:5]2[NH:6][C:7]([S:9][CH2:14]/[CH:15]=[C:16](\[CH3:17])/[CH2:18][CH2:19][CH:20]=[C:21]([CH3:23])[CH3:22])=[N:8][C:4]=2[CH:3]=1 |f:1.2|. Procedure details: To a solution of the 5-chloro-2-mercaptobenzimidazole (0.665 g, 3.6 mmol) in methanol (10 mL) and 2N NaOH (7 mmol) was added geranyl chloride (0.775 g, 4.5 mmol). The reaction mixture was stirred at ambient temperature for 24 hours, evaporated in vacuo, dissolved in CH2Cl2, washed with water, and dried over Na2SO4. Evaporation and flash chromatography (Merck Kieselgel, CH2Cl2) gave an oil which was crystallized with pentane to yield a white solid of the title compound (270 mg). m.p. 102°-104° C.... The reactants are COc1ccccc1-c1cn(COCC[Si](C)(C)C)c2ncc(Br)cc12, O=C([O-])[O-], CN(C)C(=O)C1CCNC1, [Cu]I, [K+], [K+], O=C(O)C1CCCN1. The product is COc1ccccc1-c1cn(COCC[Si](C)(C)C)c2ncc(N3CCC(C(=O)N(C)C)C3)cc12. Reaction SMILES: [Br:1][c:2]1[cH:3][c:4]2[c:5]([n:6][cH:7]1)[n:8]([CH2:19][O:20][CH2:21][CH2:22][Si:23]([CH3:24])([CH3:25])[CH3:26])[cH:9][c:10]2-[c:11]1[c:12]([O:17][CH3:18])[cH:13][cH:14][cH:15][cH:16]1.[C:35](=[O:36])([O-:37])[O-:38].[CH3:41][N:42]([C:43](=[O:44])[CH:45]1[CH2:46][NH:47][CH2:48][CH2:49]1)[CH3:50].[Cu:51][I:52].[K+:39].[K+:40].[OH:27][C:28]([CH:29]1[NH:30][CH2:31][CH2:32][CH2:33]1)=[O:34]>>[c:2]1([N:47]2[CH2:46][CH:45]([C:43]([N:42]([CH3:41])[CH3:50])=[O:44])[CH2:49][CH2:48]2)[cH:3][c:4]2[c:5]([n:6][cH:7]1)[n:8]([CH2:19][O:20][CH2:21][CH2:22][Si:23]([CH3:24])([CH3:25])[CH3:26])[cH:9][c:10]2-[c:11]1[c:12]([O:17][CH3:18])[cH:13][cH:14][cH:15][cH:16]1. The reactants are Cl.C(C1=CC=CC=C1)(C1=CC=CC=C1)[C@@H]1CNCC[C@@H]1OCC1=CC(=CC(=C1)C(F)(F)F)F (cis-3-Benzhydryl-4-[[3-fluoro-5-(trifluoromethyl)benzyl]oxy]piperidine hydrochloride), C(=O)(OC(C)(C)C)NCC(=O)O (Boc-glycine). Product: C(C1=CC=CC=C1)(C1=CC=CC=C1)[C@@H]1CN(CC[C@@H]1OCC1=CC(=CC(=C1)C(F)(F)F)F)C(CN)=O (cis-2-[3-Benzhydryl-4-[[3-fluoro-5-(trifluoromethyl)benzyl]oxy]-1-piperidinyl]-2-oxoethanamine). RXN SMILES: Cl.[CH:2]([C@H:15]1[C@@H:20]([O:21][CH2:22][C:23]2[CH:28]=[C:27]([C:29]([F:32])([F:31])[F:30])[CH:26]=[C:25]([F:33])[CH:24]=2)[CH2:19][CH2:18][NH:17][CH2:16]1)([C:9]1[CH:14]=[CH:13][CH:12]=[CH:11][CH:10]=1)[C:3]1[CH:8]=[CH:7][CH:6]=[CH:5][CH:4]=1.C([NH:41][CH2:42][C:43](O)=[O:44])(OC(C)(C)C)=O>>[CH:2]([C@H:15]1[C@@H:20]([O:21][CH2:22][C:23]2[CH:28]=[C:27]([C:29]([F:32])([F:30])[F:31])[CH:26]=[C:25]([F:33])[CH:24]=2)[CH2:19][CH2:18][N:17]([C:43](=[O:44])[CH2:42][NH2:41])[CH2:16]1)([C:9]1[CH:14]=[CH:13][CH:12]=[CH:11][CH:10]=1)[C:3]1[CH:8]=[CH:7][CH:6]=[CH:5][CH:4]=1 |f:0.1|. Reported procedure: The compound (28.8 mg) obtained in Example 26 and Boc-glycine (21.0 mg) were reacted and treated in the same manner as in the method described in Example 29 to obtain the title compound. The product is BrC=1C=C(C(=O)Cl)C=C(C1)C(C)C (3-bromo-5-isopropyl-benzoyl chloride). Solvent: C1=CC=CC=C1 (C6H6). Yield: 68.0%. Procedure: 1,3-Dibromo-5-isopropyl-benzene (1.57 g, 5.65 mmoles) was dissolved into anhydrous THF (50 mL) under nitrogen, and was chilled to −78° C. To this stirring solution was slowly (over 10 min) added t-BuLi (3.6 mL, 6.1 mmoles, 1.7M solution in pentane). After the addition was complete the mixture was allowed to stir at −78° C. for an additional 30 min. After this period CO2 was bubbled through the stirring solution and the temperature was allowed to warm to ambient temperature. CO2 bubbling was cont... RXN SMILES: Br[C:2]1[CH:7]=[C:6]([CH:8]([CH3:10])[CH3:9])[CH:5]=[C:4]([Br:11])[CH:3]=1.C1[CH2:16][O:15]CC1.[Li]C(C)(C)C.S(Cl)([Cl:24])=O>C1C=CC=CC=1>[Br:11][C:4]1[CH:3]=[C:2]([CH:7]=[C:6]([CH:8]([CH3:10])[CH3:9])[CH:5]=1)[C:16]([Cl:24])=[O:15]. Conditions: temperature -78 celsius, time 30 minute. The reactants are crude acid, S(=O)(Cl)Cl (thionyl chloride), BrC1=CC(=CC(=C1)C(C)C)Br (1,3-Dibromo-5-isopropyl-benzene), C1CCOC1 (THF), [Li]C(C)(C)C (t-BuLi). Starting materials: C(C)(=O)C1=C(C(N(N=C1C1=CC=CC=C1)CC)=O)[N+](=O)[O-] (5-acetyl-2-ethyl-4-nitro-6-phenylpyridazin-3(2H)-one), NC=1C=CC=C2C=CC=NC12 (8-aminoquinoline). The solvent is C(C)O (ethanol). Reaction conditions: time 2 hour. The product is C(C)(=O)C1=C(C(N(N=C1C1=CC=CC=C1)CC)=O)NC=1C=CC=C2C=CC=NC12 (5-Acetyl-2-ethyl-6-phenyl(quinolin-8-ylamino)pyridazin-3(2H)-one). The yield is 74.7%. RXN SMILES: [C:1]([C:4]1[C:9]([C:10]2[CH:15]=[CH:14][CH:13]=[CH:12][CH:11]=2)=[N:8][N:7]([CH2:16][CH3:17])[C:6](=[O:18])[C:5]=1[N+:19]([O-])=O)(=[O:3])[CH3:2].N[C:23]1[CH:24]=[CH:25][CH:26]=[C:27]2[C:32]=1[N:31]=[CH:30][CH:29]=[CH:28]2>C(O)C>[C:1]([C:4]1[C:9]([C:10]2[CH:15]=[CH:14][CH:13]=[CH:12][CH:11]=2)=[N:8][N:7]([CH2:16][CH3:17])[C:6](=[O:18])[C:5]=1[NH:19][C:23]1[CH:24]=[CH:25][CH:26]=[C:27]2[C:32]=1[N:31]=[CH:30][CH:29]=[CH:28]2)(=[O:3])[CH3:2]. Procedure: To a stirred solution of 100 mg (0.348 mmol) of 5-acetyl-2-ethyl-4-nitro-6-phenylpyridazin-3(2H)-one (pal Piaz, V et al., J. Med. Chem. 1997, 40, 1417) in 5 ml of ethanol, 75 mg (0.522 mmol) of 8-aminoquinoline was added. The resulting mixture was stirred at room temperature for two hours and the final product was collected by filtration and washed with diethylether to yield the title compound (100 mg, 74.6% yield). Starting materials: C(C)OC=1C=C(COC=2C=CC3=C(C=C(CCS3(=O)=O)C(=O)OC)C2)C=CC1OCCOCCC (methyl 7-[[3-ethoxy-4-(propoxyethoxy)benzyl]oxy]-1,1-dioxo-2,3-dihydro-1-benzothiepine-4-carboxylate), aqueous solution, C([O-])([O-])=O.[K+].[K+] (potassium carbonate). The solvent is C1CCOC1.CO (THF methanol). Run at temperature 65 celsius, time 20 hour. Product: C(C)OC=1C=C(COC=2C=CC3=C(C=C(CCS3(=O)=O)C(=O)O)C2)C=CC1OCCOCCC (7-[[3-ethoxy-4-(2-propoxyethoxy)benzyl]oxy]-1,1-dioxo-2,3-dihydro-1-benzothiepine-4-carboxylic acid). Yield: 24.1%. As a reaction SMILES: [CH2:1]([O:3][C:4]1[CH:5]=[C:6]([CH:26]=[CH:27][C:28]=1[O:29][CH2:30][CH2:31][O:32][CH2:33][CH2:34][CH3:35])[CH2:7][O:8][C:9]1[CH:10]=[CH:11][C:12]2[S:18](=[O:20])(=[O:19])[CH2:17][CH2:16][C:15]([C:21]([O:23]C)=[O:22])=[CH:14][C:13]=2[CH:25]=1)[CH3:2].C(=O)([O-])[O-].[K+].[K+]>C1COCC1.CO>[CH2:1]([O:3][C:4]1[CH:5]=[C:6]([CH:26]=[CH:27][C:28]=1[O:29][CH2:30][CH2:31][O:32][CH2:33][CH2:34][CH3:35])[CH2:7][O:8][C:9]1[CH:10]=[CH:11][C:12]2[S:18](=[O:20])(=[O:19])[CH2:17][CH2:16][C:15]([C:21]([OH:23])=[O:22])=[CH:14][C:13]=2[CH:25]=1)[CH3:2] |f:1.2.3,4.5|. Reported procedure: Into a solution of methyl 7-[[3-ethoxy-4-(propoxyethoxy)benzyl]oxy]-1,1-dioxo-2,3-dihydro-1-benzothiepine-4-carboxylate (0.76 g) in THF-methanol (10-5 ml) was added at room temperature a 1 M aqueous solution of potassium carbonate (3.0 ml), and the resulting mixture was stirred at 65° C. for 20 hours. After cooling to room temperature, the reaction mixture was extracted with ethyl acetate. To the aqueous layer was added 1 N hydrochloric acid (10 ml), and the resulting mixture was extracted with ... The reactants are C(CCC)N(C(=O)Cl)CC1=CC=C(C=C1)C1=C(C=CC=C1)S(NC(C)(C)C)(=O)=O (N-butyl-N-[[2'-(N-t-butylsulfamoyl)biphenyl-4-yl]methyl]carbamoyl chloride), C(C)(C)N(C(C)C)CC (N,N-diisopropylethylamine), N1CCCC2=CC=CC=C12 (1,2,3,4-tetrahydroquinoline). Solvent: C1(=CC=CC=C1)C (toluene). The product is C(CCC)N(C(=O)N1CCCC2=CC=CC=C12)CC1=CC=C(C=C1)C1=C(C=CC=C1)S(NC(C)(C)C)(=O)=O (1-[N-Butyl-N-[[2'-(N-t-butylsulfamoyl)biphenyl-4-yl]methyl]carbamoyl]-1,2,3,4-tetrahydroquinoline), desired material. The yield is 93.0%. RXN SMILES: [CH2:1]([N:5]([CH2:9][C:10]1[CH:15]=[CH:14][C:13]([C:16]2[CH:21]=[CH:20][CH:19]=[CH:18][C:17]=2[S:22](=[O:29])(=[O:28])[NH:23][C:24]([CH3:27])([CH3:26])[CH3:25])=[CH:12][CH:11]=1)[C:6](Cl)=[O:7])[CH2:2][CH2:3][CH3:4].C(N(CC)C(C)C)(C)C.[NH:39]1[C:48]2[C:43](=[CH:44][CH:45]=[CH:46][CH:47]=2)[CH2:42][CH2:41][CH2:40]1>C1(C)C=CC=CC=1>[CH2:1]([N:5]([CH2:9][C:10]1[CH:15]=[CH:14][C:13]([C:16]2[CH:21]=[CH:20][CH:19]=[CH:18][C:17]=2[S:22](=[O:29])(=[O:28])[NH:23][C:24]([CH3:27])([CH3:26])[CH3:25])=[CH:12][CH:11]=1)[C:6]([N:39]1[C:48]2[C:43](=[CH:44][CH:45]=[CH:46][CH:47]=2)[CH2:42][CH2:41][CH2:40]1)=[O:7])[CH2:2][CH2:3][CH3:4]. Procedure: The title compound was prepared from N-butyl-N-[[2'-(N-t-butylsulfamoyl)biphenyl-4-yl]methyl]carbamoyl chloride (from Example 4, Step A), N,N-diisopropylethylamine, and 1,2,3,4-tetrahydroquinoline in toluene, according to the procedure of Example 4, Step A, to give 93% yield of the desired material after flash chromatography as a foam, homogeneous by TLC in 4:1 hexane-EtOAc; FAB-MS m/e 534 (M+1)+. Reactants: C1(=CC=CC=C1)P(C1=CC=CC=C1)C1=CC=CC=C1 (triphenylphosphine), BrN1C(CCC1=O)=O (N-bromosuccinimide), ClC=1C=C(C=CC1)CCCO (3-(3-chlorophenyl)-1-propanol). Run in C(Cl)Cl (methylene chloride). Product: BrCCCC1=CC(=CC=C1)Cl (1-(3-bromopropyl)-3-chlorobenzene). Yield: 70.9%. RXN SMILES: [Cl:1][C:2]1[CH:3]=[C:4]([CH2:8][CH2:9][CH2:10]O)[CH:5]=[CH:6][CH:7]=1.C1(P(C2C=CC=CC=2)C2C=CC=CC=2)C=CC=CC=1.[Br:31]N1C(=O)CCC1=O>C(Cl)Cl>[Br:31][CH2:10][CH2:9][CH2:8][C:4]1[CH:5]=[CH:6][CH:7]=[C:2]([Cl:1])[CH:3]=1. Procedure: Compound 25-1 (1.00 g) was dissolved in methylene chloride (100 ml), triphenylphosphine (1.71 g) and N-bromosuccinimide (1.15 g) were added under ice-cooling, and the mixture was stirred under ice-cooling for 5 hr. The reaction mixture was washed with water and saturated brine, and dried over anhydrous magnesium sulfate. The solvent was evaporated under reduced pressure. Diethyl ether (50 ml) was added, and the precipitated triphenylphosphine oxide was filtered off. The concentrate of the filtra... Reactants: Cl (HCl), BrC=1SC(=CC1C(=O)O)Br (2,5-dibromo-3-thiophenecarboxylic acid), C(=O)([O-])[O-].[K+].[K+] (K2CO3), O1C=C(C=C1)B(O)O (3-furanboronic acid). The reagents and catalysts are C=1C=CC(=CC1)[P](C=2C=CC=CC2)(C=3C=CC=CC3)[Pd]([P](C=4C=CC=CC4)(C=5C=CC=CC5)C=6C=CC=CC6)([P](C=7C=CC=CC7)(C=8C=CC=CC8)C=9C=CC=CC9)[P](C=1C=CC=CC1)(C=1C=CC=CC1)C=1C=CC=CC1 (tetrakistriphenylphosphine Pd(0)). The solvent is O1CCOCC1.O (dioxane H2O). Conditions: temperature 80 celsius, time 12 hour. Yields the product BrC1=CC(=C(S1)C1=COC=C1)C(=O)O (5-bromo-2-(3-furanyl)-3-thiophenecarboxylic acid). Reaction SMILES: Br[C:2]1[S:3][C:4]([Br:10])=[CH:5][C:6]=1[C:7]([OH:9])=[O:8].C([O-])([O-])=O.[K+].[K+].[O:17]1[CH:21]=[CH:20][C:19](B(O)O)=[CH:18]1.Cl>O1CCOCC1.O.C1C=CC([P]([Pd]([P](C2C=CC=CC=2)(C2C=CC=CC=2)C2C=CC=CC=2)([P](C2C=CC=CC=2)(C2C=CC=CC=2)C2C=CC=CC=2)[P](C2C=CC=CC=2)(C2C=CC=CC=2)C2C=CC=CC=2)(C2C=CC=CC=2)C2C=CC=CC=2)=CC=1>[Br:10][C:4]1[S:3][C:2]([C:19]2[CH:20]=[CH:21][O:17][CH:18]=2)=[C:6]([C:7]([OH:9])=[O:8])[CH:5]=1 |f:1.2.3,6.7,^1:36,38,57,76|. Reported procedure: To a solution of 2,5-dibromo-3-thiophenecarboxylic acid (750 mg, 1.38 mmol)[prepared according to Goto, Hiromasa; Dai, Xiaoman; Narihiro, Harunori; Akagi, Kazuo Macromolecules 2004 37, 7, 2353-2362.] in dioxane/H2O (5:1, 6 mL) was added K2CO3 (486 mg, 3.52 mmol), tetrakistriphenylphosphine Pd(0) (51 mg, 44 umol), and 3-furanboronic acid (108 mg, 0.968 mmol). The reaction mixture was heated to 80° C. in a sealed tube. After 12 h, the solution was poured onto H2O (100 mL) and the pH was adjusted t...